Dataset: the Open Reaction Database (ORD), a public repository of structured organic reaction records. Task: describe an organic reaction: reactants, conditions, products, and yield The reactants are C(C1=CC=CC=C1)OC(CN1C(C(=NC(=C1C)Cl)NCCC1=CC(=CC=C1)CN(C)C(=O)OC(C)(C)C)=O)=O (Benzyl-2-[3-[(3-[(tert-butoxycarbonyl)(methyl)amino]methylphenethyl)amino]-5-chloro-6-methyl-2-oxo-1(2H)-pyrazinyl]acetate), C(=O)(C(F)(F)F)O (TFA). The solvent is C(Cl)Cl (CH2Cl2). Conditions: time 3 hour. Product: ClC1=C(N(C(C(=N1)NCCC1=CC(=CC=C1)CNC)=O)CC(=O)OCC1=CC=CC=C1)C (Benzyl 2-[3-Chloro-2-methyl-5-(3-[(methylamino)methyl]phenethylamino)-6-oxo-1(6H) pyrazinyl]acetate). Isolated yield 66.3%. Reaction SMILES: [CH2:1]([O:8][C:9](=[O:39])[CH2:10][N:11]1[C:16]([CH3:17])=[C:15]([Cl:18])[N:14]=[C:13]([NH:19][CH2:20][CH2:21][C:22]2[CH:27]=[CH:26][CH:25]=[C:24]([CH2:28][N:29](C(OC(C)(C)C)=O)[CH3:30])[CH:23]=2)[C:12]1=[O:38])[C:2]1[CH:7]=[CH:6][CH:5]=[CH:4][CH:3]=1.C(O)(C(F)(F)F)=O>C(Cl)Cl>[Cl:18][C:15]1[N:14]=[C:13]([NH:19][CH2:20][CH2:21][C:22]2[CH:27]=[CH:26][CH:25]=[C:24]([CH2:28][NH:29][CH3:30])[CH:23]=2)[C:12](=[O:38])[N:11]([CH2:10][C:9]([O:8][CH2:1][C:2]2[CH:3]=[CH:4][CH:5]=[CH:6][CH:7]=2)=[O:39])[C:16]=1[CH3:17]. Reported procedure: Benzyl-2-[3-[(3-[(tert-butoxycarbonyl)(methyl)amino]methylphenethyl)amino]-5-chloro-6-methyl-2-oxo-1(2H)-pyrazinyl]acetate (preparation 18) (0.7 g, 1.26 mmol) was dissolved in CH2Cl2 (10 ml) and treated with TFA (1.0 ml). After stirring at room temperature for 3 hr, the reaction mixture was evaporated to dryness then dissolved in ethyl acetate (200 ml) washed with sat. aq NaHCO3, sat aq brine, dried over MgSO4. Removal of the drying agent by filtration followed by evaporation of the solvent gave... Reactants: CC(=O)OCC1OC(n2cc(C)c(=O)[nH]c2=O)CC1N=[N+]=[N-], CCOC(C)=O, CCCCCC, CCOC(C)=O, O=P(Cl)(Cl)Oc1ccc(Cl)cc1, c1ccncc1, c1nc[nH]n1. The product is CC(=O)OCC1OC(n2cc(C)c(-n3cncn3)nc2=O)CC1N=[N+]=[N-]. Reaction SMILES: [C:1]([CH3:2])(=[O:3])[O:4][CH2:5][CH:6]1[CH:7]([N:20]=[N+:21]=[N-:22])[CH2:8][CH:9]([n:11]2[c:12](=[O:13])[nH:14][c:15](=[O:16])[c:17]([CH3:18])[cH:19]2)[O:10]1.[CH3:40][CH2:41][O:42][C:43]([CH3:44])=[O:45].[CH3:46][CH2:47][CH2:48][CH2:49][CH2:50][CH3:51].[CH3:58][CH2:59][O:60][C:61]([CH3:62])=[O:63].[P:28]([Cl:29])([Cl:30])([O:31][c:32]1[cH:33][cH:34][c:35]([Cl:36])[cH:37][cH:38]1)=[O:39].[cH:52]1[cH:53][cH:54][n:55][cH:56][cH:57]1.[nH:23]1[n:24][cH:25][n:26][cH:27]1>>[C:1]([CH3:2])(=[O:3])[O:4][CH2:5][CH:6]1[CH:7]([N:20]=[N+:21]=[N-:22])[CH2:8][CH:9]([n:11]2[c:12](=[O:13])[n:14][c:15](-[n:23]3[n:24][cH:25][n:26][cH:27]3)[c:17]([CH3:18])[cH:19]2)[O:10]1. Reported procedure: To a suspension of 3-iodo-1H-pyrazolo[3,4-c]pyridine (6.24 g, 22.9 mmol) and potassium carbonate (7.29 g, 52.7 mmol) in CH3CN (50 mL) was added tert-butyl bromoacetate (4.06 mL, 27.5 mmol) dropwise at RT and the resulting mixture was heated to reflux for 2 h. The mixture was cooled to RT and filtered, the solid was washed with CH3CN and the filtrate was concentrated under vacuum. The residual oil was purified by flash column chromatography on silica gel (EtOAc/c-hexane 1:4, to 1:2, to 1:1) to gi... RXN SMILES: [I:1][C:2]1[C:10]2[C:5](=[CH:6][N:7]=[CH:8][CH:9]=2)[NH:4][N:3]=1.C(=O)([O-])[O-].[K+].[K+].Br[CH2:18][C:19]([O:21][C:22]([CH3:25])([CH3:24])[CH3:23])=[O:20]>CC#N>[I:1][C:2]1[C:10]2[C:5](=[CH:6][N:7]=[CH:8][CH:9]=2)[N:4]([CH2:18][C:19]([O:21][C:22]([CH3:25])([CH3:24])[CH3:23])=[O:20])[N:3]=1 |f:1.2.3|. Product: IC1=NN(C2=CN=CC=C21)CC(=O)OC(C)(C)C (Tert-butyl 2-(3-iodo-1H-pyrazolo[3,4-c]pyridin-1-yl)acetate). The solvent is CC#N (CH3CN). Reactants: IC1=NNC2=CN=CC=C21 (3-iodo-1H-pyrazolo[3,4-c]pyridine), C([O-])([O-])=O.[K+].[K+] (potassium carbonate), BrCC(=O)OC(C)(C)C (tert-butyl bromoacetate). Reactants: C(=O)([O-])[O-].[K+].[K+] (K2CO3), CI (MeI), FC=1C(=C(C=2C=CN(C2C1)S(=O)(=O)C1=CC=CC=C1)C=O)O (6-fluoro-5-hydroxy-1-(phenylsulfonyl)-1H-indole-4-carbaldehyde), FC=1C(=C(C=2C=CN(C2C1)S(=O)(=O)C1=CC=CC=C1)C=O)O (6-fluoro-5-hydroxy-1-(phenylsulfonyl)-1H-indole-4-carbaldehyde). Solvent: C(Cl)Cl (CH2Cl2), CC(=O)C (acetone). Run at temperature 65 celsius, time 30 minute. Yields the product FC=1C(=C(C=2C=CN(C2C1)S(=O)(=O)C1=CC=CC=C1)C=O)OC (6-fluoro-5-methoxy-1-(phenylsulfonyl)-1H-indole-4-carbaldehyde), solid. Reaction SMILES: [F:1][C:2]1[C:3]([OH:22])=[C:4]([CH:20]=[O:21])[C:5]2[CH:6]=[CH:7][N:8]([S:11]([C:14]3[CH:19]=[CH:18][CH:17]=[CH:16][CH:15]=3)(=[O:13])=[O:12])[C:9]=2[CH:10]=1.[C:23]([O-])([O-])=O.[K+].[K+].CI>CC(C)=O.C(Cl)Cl>[F:1][C:2]1[C:3]([O:22][CH3:23])=[C:4]([CH:20]=[O:21])[C:5]2[CH:6]=[CH:7][N:8]([S:11]([C:14]3[CH:19]=[CH:18][CH:17]=[CH:16][CH:15]=3)(=[O:13])=[O:12])[C:9]=2[CH:10]=1 |f:1.2.3|. Reported procedure: Crude 6-fluoro-5-hydroxy-1-(phenylsulfonyl)-1H-indole-4-carbaldehyde (85 mg, 266 μmol; Intermediate 96) was suspended in acetone (5 mL) and treated with K2CO3 (73.6 mg, 532 μmol) and MeI (49.7 μL, 798 μmol) and stirred in a sealed tube at 65° C. for 1 h 30 min. The reaction mixture was cooled to rt and diluted with CH2Cl2, washed with H2O, dried (Na2SO4) and the solvent removed in vacuo to give 6-fluoro-5-methoxy-1-(phenylsulfonyl)-1H-indole-4-carbaldehyde as an intense yellow, vitreous solid (7... Reactants: CCOC(C)=O, O=C(Cl)c1ccc(Cl)c(Cl)c1, Cl, Nc1ccc(O)cc1, CN(C)C=O, c1ccncc1. The product is O=C(Nc1ccc(O)cc1)c1ccc(Cl)c(Cl)c1. As a reaction SMILES: [CH3:31][CH2:32][O:33][C:34](=[O:35])[CH3:36].[Cl:15][c:16]1[cH:17][c:18]([C:19](=[O:20])[Cl:21])[cH:22][cH:23][c:24]1[Cl:25].[ClH:37].[NH2:1][c:2]1[cH:3][cH:4][c:5]([OH:6])[cH:7][cH:8]1.[O:26]=[CH:27][N:28]([CH3:29])[CH3:30].[cH:9]1[cH:10][cH:11][n:12][cH:13][cH:14]1>>[NH:1]([c:2]1[cH:3][cH:4][c:5]([OH:6])[cH:7][cH:8]1)[C:19]([c:18]1[cH:17][c:16]([Cl:15])[c:24]([Cl:25])[cH:23][cH:22]1)=[O:20]. The reactants are C(=O)(C(F)(F)F)O (TFA), C(C1=CC=CC=C1)OP(=O)(OCC1=CC=CC=C1)OCCOCCOCC(C(=O)OC(C)(C)C)(C)C (tert-Butyl 3-(2-(2-((bis(benzyloxy)phosphoryl)oxy)ethoxy)ethoxy)-2,2-dimethylpropanoate). The solvent is C(Cl)Cl (DCM). Run at time 16 hour. Yields the product C(C1=CC=CC=C1)OP(=O)(OCC1=CC=CC=C1)OCCOCCOCC(C(=O)O)(C)C (3-(2-(2-((Bis(benzyloxy)phosphoryl)oxy)ethoxy)ethoxy)-2,2-dimethylpropanoic acid). Isolated yield 99.1%. Reaction SMILES: C(O)(C(F)(F)F)=O.[CH2:8]([O:15][P:16]([O:26][CH2:27][CH2:28][O:29][CH2:30][CH2:31][O:32][CH2:33][C:34]([CH3:43])([CH3:42])[C:35]([O:37]C(C)(C)C)=[O:36])([O:18][CH2:19][C:20]1[CH:25]=[CH:24][CH:23]=[CH:22][CH:21]=1)=[O:17])[C:9]1[CH:14]=[CH:13][CH:12]=[CH:11][CH:10]=1>C(Cl)Cl>[CH2:8]([O:15][P:16]([O:26][CH2:27][CH2:28][O:29][CH2:30][CH2:31][O:32][CH2:33][C:34]([CH3:43])([CH3:42])[C:35]([OH:37])=[O:36])([O:18][CH2:19][C:20]1[CH:25]=[CH:24][CH:23]=[CH:22][CH:21]=1)=[O:17])[C:9]1[CH:10]=[CH:11][CH:12]=[CH:13][CH:14]=1. Procedure details: TFA (6.63 mL, 86 mmol) was added dropwise to a stirred solution of tert-butyl 3-(2-(2-((bis(benzyloxy)phosphoryl)oxy)ethoxy)ethoxy)-2,2-dimethylpropanoate (50) (4.5 g, 8.61 mmol) in DCM (43 mL) and the reaction mixture was allowed to stir at RT for 16 h then concentrated in vacuo. The crude product was dissolved in EtOAc (150 mL) and washed with 1M HCl (aq.) (50 mL), water (2×50 mL), and brine (50 mL) the organic layer was dried (MgSO4), filtered and concentrated in vacuo to afford 3-(2-(2-((bis...